This data is from the Open Reaction Database (ORD), a public repository of structured organic reaction records. The task is: describe an organic reaction: reactants, conditions, products, and yield Reactants: CCCCCC, [Cl-], CCOC(C)OC(C#N)C(=CC=C(C)CCC=C(C)CCC=C(C)CCl)C(C)C, [NH4+], c1ccccc1, c1ccccc1. The product is CCOC(C)OC1(C#N)CC(C)=CCCC(C)=CCCC(C)=CC=C1C(C)C. As a reaction SMILES: [CH3:38][CH2:39][CH2:40][CH2:41][CH2:42][CH3:43].[Cl-:30].[Cl:1][CH2:2][C:3](=[CH:4][CH2:5][CH2:6][C:7](=[CH:8][CH2:9][CH2:10][C:11](=[CH:12][CH:13]=[C:14]([CH:15]([C:16]#[N:17])[O:18][CH:19]([CH3:20])[O:21][CH2:22][CH3:23])[CH:24]([CH3:25])[CH3:26])[CH3:27])[CH3:28])[CH3:29].[NH4+:31].[cH:32]1[cH:33][cH:34][cH:35][cH:36][cH:37]1.[cH:44]1[cH:45][cH:46][cH:47][cH:48][cH:49]1>>[CH2:2]1[C:3]([CH3:29])=[CH:4][CH2:5][CH2:6][C:7]([CH3:28])=[CH:8][CH2:9][CH2:10][C:11]([CH3:27])=[CH:12][CH:13]=[C:14]([CH:24]([CH3:25])[CH3:26])[C:15]1([C:16]#[N:17])[O:18][CH:19]([CH3:20])[O:21][CH2:22][CH3:23].